This data is from the Open Reaction Database (ORD), a public repository of structured organic reaction records. The task is: describe an organic reaction: reactants, conditions, products, and yield Reactants: CC(C)(C)OC (MTBE), 1-(isocyanate)-1-(tert-butoxycarbonyl)cyclopent-3-ene, C(C)(C)(C)O (t-butanol), CC(C)([O-])C.[K+] (potassium t-butoxide), [N-]=C=O (isocyanate), C1(=CC=CC=C1)C (toluene). Run in O (water). Reaction conditions: temperature 2.5 celsius, time 2 hour. The product is C(C)(C)(C)OC(=O)NC1(CC=CC1)C(=O)OC(C)(C)C (1-(tert-butoxycarbonylamino)-1-(tert-butoxycarbonyl)cyclopent-3-ene). Yield: 52.0%. Reaction SMILES: [C:1]([OH:5])([CH3:4])([CH3:3])[CH3:2].[CH3:6][C:7]([CH3:10])([O-:9])[CH3:8].[K+].[C:12]1([CH3:18])[CH:17]=[CH:16][CH:15]=[CH:14]C=1.[N-:19]=[C:20]=[O:21].CC([O:26]C)(C)C>O>[C:1]([O:5][C:20]([NH:19][C:15]1([C:14]([O:9][C:7]([CH3:10])([CH3:8])[CH3:6])=[O:26])[CH2:16][CH:17]=[CH:12][CH2:18]1)=[O:21])([CH3:4])([CH3:3])[CH3:2] |f:1.2|. Procedure: Add t-butanol (35 g, 471 mmol) to a solution of potassium t-butoxide (1M in THF, 471 mL, 471 mmol) under nitrogen. Cool the reaction solution was cooled to 0-5° C. and add the toluene solution containing 1-(isocyanate)-1-(tert-butoxycarbonyl)cyclopent-3-ene over 60 minutes, maintaining the temperature at 0-10° C. Warm the reaction to 23° C., stir for 2 hours, and assay by GC for the disappearance of the isocyanate starting material. Add the reaction mixture to a mixture of deionized water (1.2 L...